Dataset: the Open Reaction Database (ORD), a public repository of structured organic reaction records. Task: describe an organic reaction: reactants, conditions, products, and yield Starting materials: Teflon, [S] (sulfur), [OH-].[K+] (KOH), Na2S2O5, N#N (N2), resultant mixture, OC=1C=C(C=CC1)S (3-hydroxythiophenol), resultant mixture. Solvent: C1CCOC1 (THF), O (water), C1CCOC1 (THF). Run at temperature 5 celsius. Product: C1(=CC=CC=C1)O (phenol), OC=1C=C(C=CC1)S (3-hydroxythiophenol). Reaction SMILES: [OH:1][C:2]1[CH:3]=[C:4]([SH:8])[CH:5]=[CH:6][CH:7]=1.[S].N#N.[OH-].[K+]>O.C1COCC1>[C:2]1([OH:1])[CH:3]=[CH:4][CH:5]=[CH:6][CH:7]=1.[OH:1][C:2]1[CH:3]=[C:4]([SH:8])[CH:5]=[CH:6][CH:7]=1 |f:3.4,^3:8|. Procedure details: 3-hydroxythiophenol was then prepared by charging a dry 12 L jacketed flask purged with nitrogen, with sulfur powder (52.1 g, 1.6 mol) and THF (585 mL). The mixture was cooled to 5° C. with stirring followed by addition of the above Grignard solution via a Teflon transfer line by applying N2 pressure. The rate of the Grignard reaction was adjusted so that the reaction temperature could be kept below 15° C. The Grignard flask was rinsed with THF (2×234 mL) and the rinsed solution was added to the... Starting materials: [Al+3], B, C1CCOC1, [H-], [H-], [H-], [H-], [H][H], [Li+], CC(C)Oc1cc(C(Cc2ccccc2)(NC(=O)C(N)C(O)(C(F)(F)F)C(F)(F)F)c2cc(F)cc(OC(F)(F)C(F)F)c2)ccc1F. Product: CC(C)Oc1cc(C(Cc2ccccc2)(NCC(N)C(O)(C(F)(F)F)C(F)(F)F)c2cc(F)cc(OC(F)(F)C(F)F)c2)ccc1F. Reaction SMILES: [Al+3:53].[BH3:49].[CH2:58]1[O:59][CH2:60][CH2:61][CH2:62]1.[H-:52].[H-:55].[H-:56].[H-:57].[H:50][H:51].[Li+:54].[NH2:1][CH:2]([C:3](=[O:4])[NH:5][C:6]([CH2:7][c:8]1[cH:9][cH:10][cH:11][cH:12][cH:13]1)([c:14]1[cH:15][c:16]([F:27])[cH:17][c:18]([O:20][C:21]([CH:22]([F:23])[F:24])([F:25])[F:26])[cH:19]1)[c:28]1[cH:29][c:30]([O:35][CH:36]([CH3:37])[CH3:38])[c:31]([F:34])[cH:32][cH:33]1)[C:39]([C:40]([F:41])([F:42])[F:43])([C:44]([F:45])([F:46])[F:47])[OH:48]>>[NH2:1][CH:2]([CH2:3][NH:5][C:6]([CH2:7][c:8]1[cH:9][cH:10][cH:11][cH:12][cH:13]1)([c:14]1[cH:15][c:16]([F:27])[cH:17][c:18]([O:20][C:21]([CH:22]([F:23])[F:24])([F:25])[F:26])[cH:19]1)[c:28]1[cH:29][c:30]([O:35][CH:36]([CH3:37])[CH3:38])[c:31]([F:34])[cH:32][cH:33]1)[C:39]([C:40]([F:41])([F:42])[F:43])([C:44]([F:45])([F:46])[F:47])[OH:48]. Reactants: C1CCOC1, CO, CCOC(=O)C1(c2cc(Cl)c(OCC(F)(F)F)c(-c3ccc(C(F)(F)F)cc3)c2)CC2(CC2)C1, [Li+], [OH-], O, O. Yields the product O=C(O)C1(c2cc(Cl)c(OCC(F)(F)F)c(-c3ccc(C(F)(F)F)cc3)c2)CC2(CC2)C1. Reaction SMILES: [CH2:40]1[O:41][CH2:42][CH2:43][CH2:44]1.[CH3:38][OH:39].[Cl:1][c:2]1[cH:3][c:4]([C:24]2([C:30](=[O:31])[O:32][CH2:33][CH3:34])[CH2:25][C:26]3([CH2:27][CH2:28]3)[CH2:29]2)[cH:5][c:6](-[c:14]2[cH:15][cH:16][c:17]([C:20]([F:21])([F:22])[F:23])[cH:18][cH:19]2)[c:7]1[O:8][CH2:9][C:10]([F:11])([F:12])[F:13].[Li+:37].[OH-:36].[OH2:35].[OH2:45]>>[Cl:1][c:2]1[cH:3][c:4]([C:24]2([C:30](=[O:31])[OH:32])[CH2:25][C:26]3([CH2:27][CH2:28]3)[CH2:29]2)[cH:5][c:6](-[c:14]2[cH:15][cH:16][c:17]([C:20]([F:21])([F:22])[F:23])[cH:18][cH:19]2)[c:7]1[O:8][CH2:9][C:10]([F:11])([F:12])[F:13]. Reactants: C(\C=C\CCCCCCCCCC)=O (trans-2-tridecenal), CCCCCC.C(C)(=O)OCC (n-hexane ethyl acetate), C(=O)(OC)C=P(C1=CC=CC=C1)(C1=CC=CC=C1)C1=CC=CC=C1 ((carbomethoxymethylene)triphenyl phosphorane). Run in C(Cl)Cl (methylene chloride). Conditions: time 2 hour. The product is methyl ester, C(\C=C\C=C\CCCCCCCCCC)(=O)O (trans,trans-2,4-pentadecadienoic acid). RXN SMILES: [CH:1](=O)/[CH:2]=[CH:3]/[CH2:4][CH2:5][CH2:6][CH2:7][CH2:8][CH2:9][CH2:10][CH2:11][CH2:12][CH3:13].C(C=P(C1C=CC=CC=1)(C1C=CC=CC=1)C1C=CC=CC=1)(OC)=O.CCCCCC.[C:45]([O:48]CC)(=[O:47])[CH3:46]>C(Cl)Cl>[C:45]([OH:48])(=[O:47])/[CH:46]=[CH:1]/[CH:2]=[CH:3]/[CH2:4][CH2:5][CH2:6][CH2:7][CH2:8][CH2:9][CH2:10][CH2:11][CH2:12][CH3:13] |f:2.3|. Procedure: To the trans-2-tridecenal (1.7 g) dissolved in methylene chloride (80 ml) was added (carbomethoxymethylene)triphenyl phosphorane (4.0 g), and the mixture was stirred for 2 hours. The reaction mixture was subjected to chromatography on a silica gel column with eluent systems of n-hexane-ethyl acetate (from 100:1 to 20:1) to give the methyl ester of trans,trans-2,4-pentadecadienoic acid (2.1 g). Potassium hydroxide (2.0 g) was dissolved in a mixed solvent of ethanol-water (1:1), and the methyl est... Reactants: BrC1=CC=C(C=C1)C1=C(C(=NO1)C)CO ([5-(4-Bromo-phenyl)-3-methyl-isoxazol-4-yl]-methanol), C[C@H](C1=CC=CC=C1)N=C=O ((R)-(+)-α-methylbenzyl isocyanate). Solvent: C(Cl)Cl (CH2Cl2), C1(=CC=CC=C1)C (toluene). Run at temperature 90 celsius, time 8 hour. Yields the product BrC1=CC=C(C=C1)C1=C(C(=NO1)C)COC(N[C@H](C)C1=CC=CC=C1)=O (((R)-1-Phenyl-ethyl)-carbamic acid 5-(4-bromo-phenyl)-3-methyl-isoxazol-4-ylmethyl ester). As a reaction SMILES: [Br:1][C:2]1[CH:7]=[CH:6][C:5]([C:8]2[O:12][N:11]=[C:10]([CH3:13])[C:9]=2[CH2:14][OH:15])=[CH:4][CH:3]=1.[CH3:16][C@@H:17]([N:24]=[C:25]=[O:26])[C:18]1[CH:23]=[CH:22][CH:21]=[CH:20][CH:19]=1>C1(C)C=CC=CC=1.C(Cl)Cl>[Br:1][C:2]1[CH:3]=[CH:4][C:5]([C:8]2[O:12][N:11]=[C:10]([CH3:13])[C:9]=2[CH2:14][O:15][C:25](=[O:26])[NH:24][C@@H:17]([C:18]2[CH:23]=[CH:22][CH:21]=[CH:20][CH:19]=2)[CH3:16])=[CH:6][CH:7]=1. Procedure details: [5-(4-Bromo-phenyl)-3-methyl-isoxazol-4-yl]-methanol (0.120 g, 0.45 mmol) and (R)-(+)-α-methylbenzyl isocyanate (0.17 mL, 1.2 mmol) were combined in toluene and stirred overnight at 90° C. The mixture was diluted with CH2Cl2 and purified by silica gel chromatography to give the title compound. The reactants are CC(CO)Nc1nc(Cl)ncc1-c1cccs1, CS(=O)(=NC(=O)NCc1ccccc1)c1ccc(N)cc1. The product is CC(CO)Nc1nc(Nc2ccc(S(C)(=O)=NC(=O)NCc3ccccc3)cc2)ncc1-c1cccs1. RXN SMILES: [Cl:1][c:2]1[n:3][cH:4][c:5](-[c:13]2[s:14][cH:15][cH:16][cH:17]2)[c:6]([NH:8][CH:9]([CH2:10][OH:11])[CH3:12])[n:7]1.[NH2:18][c:19]1[cH:20][cH:21][c:22]([S:25](=[O:26])(=[N:27][C:28]([NH:29][CH2:30][c:31]2[cH:32][cH:33][cH:34][cH:35][cH:36]2)=[O:37])[CH3:38])[cH:23][cH:24]1>>[c:2]1([NH:18][c:19]2[cH:20][cH:21][c:22]([S:25](=[O:26])(=[N:27][C:28]([NH:29][CH2:30][c:31]3[cH:32][cH:33][cH:34][cH:35][cH:36]3)=[O:37])[CH3:38])[cH:23][cH:24]2)[n:3][cH:4][c:5](-[c:13]2[s:14][cH:15][cH:16][cH:17]2)[c:6]([NH:8][CH:9]([CH2:10][OH:11])[CH3:12])[n:7]1. Starting materials: CC(C)(C)OC(=O)Nc1ccc(C(=O)NCc2ccc(Oc3cccc(F)c3)s2)c(N)n1, CI, CCOC(C)=O, CN(C)C=O, [H-], [Na+]. Yields the product CN(C(=O)OC(C)(C)C)c1ccc(C(=O)NCc2ccc(Oc3cccc(F)c3)s2)c(N)n1. As a reaction SMILES: [C:1]([CH3:2])([CH3:3])([CH3:4])[O:5][C:6]([NH:7][c:8]1[n:9][c:10]([NH2:31])[c:11]([C:14]([NH:15][CH2:16][c:17]2[s:18][c:19]([O:22][c:23]3[cH:24][c:25]([F:29])[cH:26][cH:27][cH:28]3)[cH:20][cH:21]2)=[O:30])[cH:12][cH:13]1)=[O:32].[CH3:33][I:34].[CH3:37][CH2:38][O:39][C:40](=[O:41])[CH3:42].[CH3:43][N:44]([CH3:45])[CH:46]=[O:47].[H-:35].[Na+:36]>>[C:1]([CH3:2])([CH3:3])([CH3:4])[O:5][C:6]([N:7]([c:8]1[n:9][c:10]([NH2:31])[c:11]([C:14]([NH:15][CH2:16][c:17]2[s:18][c:19]([O:22][c:23]3[cH:24][c:25]([F:29])[cH:26][cH:27][cH:28]3)[cH:20][cH:21]2)=[O:30])[cH:12][cH:13]1)[CH3:37])=[O:32].